This data is from the Open Reaction Database (ORD), a public repository of structured organic reaction records. The task is: describe an organic reaction: reactants, conditions, products, and yield Starting materials: COc1cnc(Cl)nc1, CC(C)(O)CC1(c2ccccc2)CCN(C2CCNC2)C(=O)O1. The product is COc1cnc(N2CCC(N3CCC(CC(C)(C)O)(c4ccccc4)OC3=O)C2)nc1. RXN SMILES: [Cl:24][c:25]1[n:26][cH:27][c:28]([O:31][CH3:32])[cH:29][n:30]1.[OH:1][C:2]([CH2:3][C:4]1([c:16]2[cH:17][cH:18][cH:19][cH:20][cH:21]2)[CH2:5][CH2:6][N:7]([CH:11]2[CH2:12][NH:13][CH2:14][CH2:15]2)[C:8](=[O:10])[O:9]1)([CH3:22])[CH3:23]>>[OH:1][C:2]([CH2:3][C:4]1([c:16]2[cH:17][cH:18][cH:19][cH:20][cH:21]2)[CH2:5][CH2:6][N:7]([CH:11]2[CH2:12][N:13]([c:25]3[n:26][cH:27][c:28]([O:31][CH3:32])[cH:29][n:30]3)[CH2:14][CH2:15]2)[C:8](=[O:10])[O:9]1)([CH3:22])[CH3:23].